Dataset: the Open Reaction Database (ORD), a public repository of structured organic reaction records. Task: describe an organic reaction: reactants, conditions, products, and yield Reactants: [Cl-].[Al+3].[Cl-].[Cl-] (Aluminum chloride), ice water, C(C)(=O)OCC (ethyl acetate), ClC1=C(C(=O)Cl)C=CC(=C1)Cl (2,4-dichlorobenzoyl chloride), COC(=O)C1=CC2=C(SC(=C2)C)C=C1 (5-(methoxycarbonyl)-2-methylbenzo[b]thiophene). Run in C(Cl)Cl (methylene chloride). Reaction conditions: time 4 hour. Product: ClC1=C(C(=O)C=2C3=C(SC2C)C=CC(=C3)C(=O)OC)C=CC(=C1)Cl (3-(2,4-Dichlorobenzoyl)-5-(methoxycarbonyl)-2-methylbenzo[b]thiophene). As a reaction SMILES: [Cl-].[Al+3].[Cl-].[Cl-].[Cl:5][C:6]1[CH:14]=[C:13]([Cl:15])[CH:12]=[CH:11][C:7]=1[C:8](Cl)=[O:9].[CH3:16][O:17][C:18]([C:20]1[CH:29]=[CH:28][C:23]2[S:24][C:25]([CH3:27])=[CH:26][C:22]=2[CH:21]=1)=[O:19].C(OCC)(=O)C>C(Cl)Cl>[Cl:5][C:6]1[CH:14]=[C:13]([Cl:15])[CH:12]=[CH:11][C:7]=1[C:8]([C:26]1[C:22]2[CH:21]=[C:20]([C:18]([O:17][CH3:16])=[O:19])[CH:29]=[CH:28][C:23]=2[S:24][C:25]=1[CH3:27])=[O:9] |f:0.1.2.3|. Procedure details: Aluminum chloride (1.24 g, 9.3 mmol) was dispersed in methylene chloride (10 ml), and 2,4-dichlorobenzoyl chloride (0.97 g, 4.7 mmol) and then 5-(methoxycarbonyl)-2-methylbenzo[b]thiophene (0.8 g, 3.9 ml) were added thereto. The mixture was stirred at room temperature for 4 hr. The reaction mixture was poured into ice water and ethyl acetate was added. The mixture was extracted. The organic layer was washed twice with a saturated aqueous solution of sodium hydrogencarbonate and once with brine, ...